This data is from the Open Reaction Database (ORD), a public repository of structured organic reaction records. The task is: describe an organic reaction: reactants, conditions, products, and yield Starting materials: CCO, Cl, CCOC(=O)c1ccc(N)c(C)c1F, [Na+], [OH-]. Yields the product Cc1c(N)ccc(C(=O)O)c1F. RXN SMILES: [CH3:18][CH2:19][OH:20].[ClH:17].[NH2:1][c:2]1[c:3]([CH3:14])[c:4]([F:13])[c:5]([C:6](=[O:7])[O:8][CH2:9][CH3:10])[cH:11][cH:12]1.[Na+:16].[OH-:15]>>[NH2:1][c:2]1[c:3]([CH3:14])[c:4]([F:13])[c:5]([C:6](=[O:7])[OH:8])[cH:11][cH:12]1. Reactants: COc1cc2c(Oc3cc(C)c(C)nc3-c3cccc(C)n3)ccnc2cc1OCc1ccccc1, CS(=O)(=O)O, O=C(O)C(F)(F)F. Yields the product COc1cc2c(Oc3cc(C)c(C)nc3-c3cccc(C)n3)ccnc2cc1O. As a reaction SMILES: [CH2:1]([c:2]1[cH:3][cH:4][cH:5][cH:6][cH:7]1)[O:8][c:9]1[c:10]([O:35][CH3:36])[cH:11][c:12]2[c:13]([O:19][c:20]3[c:21](-[c:28]4[n:29][c:30]([CH3:34])[cH:31][cH:32][cH:33]4)[n:22][c:23]([CH3:27])[c:24]([CH3:26])[cH:25]3)[cH:14][cH:15][n:16][c:17]2[cH:18]1.[CH3:37][S:38](=[O:39])(=[O:40])[OH:41].[OH:42][C:43]([C:44]([F:45])([F:46])[F:47])=[O:48]>>[OH:8][c:9]1[c:10]([O:35][CH3:36])[cH:11][c:12]2[c:13]([O:19][c:20]3[c:21](-[c:28]4[n:29][c:30]([CH3:34])[cH:31][cH:32][cH:33]4)[n:22][c:23]([CH3:27])[c:24]([CH3:26])[cH:25]3)[cH:14][cH:15][n:16][c:17]2[cH:18]1. Starting materials: aqueous solution, [OH-].[Na+] (sodium hydroxide), C(C)O (ethanol), C(C1=CC=CC=C1)OC1=C(C(=O)OC)C=C(C=C1)N1CCOCC1 (methyl 2-(benzyloxy)-5-(morpholin-4-yl)benzoate), aqueous solution, C(CC(O)(C(=O)O)CC(=O)O)(=O)O (citric acid). The solvent is C(C)(=O)OCC (ethyl acetate). Run at temperature 50 celsius, time 1 hour. Yields the product C(C1=CC=CC=C1)OC1=C(C(=O)O)C=C(C=C1)N1CCOCC1 (2-(benzyloxy)-5-(morpholin-4-yl)benzoic acid). The yield is 68.3%. RXN SMILES: [OH-].[Na+].C(O)C.[CH2:6]([O:13][C:14]1[CH:23]=[CH:22][C:21]([N:24]2[CH2:29][CH2:28][O:27][CH2:26][CH2:25]2)=[CH:20][C:15]=1[C:16]([O:18]C)=[O:17])[C:7]1[CH:12]=[CH:11][CH:10]=[CH:9][CH:8]=1.C(O)(=O)CC(CC(O)=O)(C(O)=O)O>C(OCC)(=O)C>[CH2:6]([O:13][C:14]1[CH:23]=[CH:22][C:21]([N:24]2[CH2:29][CH2:28][O:27][CH2:26][CH2:25]2)=[CH:20][C:15]=1[C:16]([OH:18])=[O:17])[C:7]1[CH:12]=[CH:11][CH:10]=[CH:9][CH:8]=1 |f:0.1|. Procedure: A 4 mol/L aqueous solution of sodium hydroxide (0.3 mL) was added to an ethanol (2.1 mL) solution of the obtained methyl 2-(benzyloxy)-5-(morpholin-4-yl)benzoate (0.26 g), followed by stirring at 50° C. for 1 hour. The reaction mixture was cooled to room temperature, and then a 10% aqueous solution of citric acid and ethyl acetate were sequentially added thereto. The organic layer was separated, washed with a saturated aqueous solution of sodium chloride, and dried over anhydrous magnesium sulfa... Starting materials: ClC=1C=C2C(=CC=3N(C2=CC1)C(=NN3)C)C3=C(C=CC=C3)Cl (7-chloro-1-methyl-5-(o-chlorophenyl)-s-triazolo[4,3-a]quinoline), I(=O)(=O)(=O)[O-].[Na+] (sodium periodate). The reagents and catalysts are [Ru](=O)=O (ruthenium dioxide). Yields the product ClC1=C(C=CC=C1)C(C1=C(C=CC(=C1)Cl)N1C(=NN=C1)C)=O (2',5-dichloro-2-(3-methyl-4H-1,2,4-triazol-4-yl)benzophenone). As a reaction SMILES: [Cl:1][C:2]1[CH:3]=[C:4]2[C:9](=[CH:10][CH:11]=1)[N:8]1[C:12](C)=[N:13][N:14]=[C:7]1[CH:6]=[C:5]2[C:16]1[CH:21]=[CH:20][CH:19]=[CH:18][C:17]=1[Cl:22].I([O-])(=O)(=O)=[O:24].[Na+]>[Ru](=O)=O>[Cl:22][C:17]1[CH:18]=[CH:19][CH:20]=[CH:21][C:16]=1[C:5](=[O:24])[C:4]1[CH:3]=[C:2]([Cl:1])[CH:11]=[CH:10][C:9]=1[N:8]1[CH:12]=[N:13][N:14]=[C:7]1[CH3:6] |f:1.2|. Procedure: In the manner given in Example 3, 7-chloro-1-methyl-5-(o-chlorophenyl)-s-triazolo[4,3-a]quinoline is oxidized at low temperature with sodium periodate and ruthenium dioxide to give 2',5-dichloro-2-(3-methyl-4H-1,2,4-triazol-4-yl)benzophenone of melting point 147.5°-148.5° C.